Dataset: the Open Reaction Database (ORD), a public repository of structured organic reaction records. Task: describe an organic reaction: reactants, conditions, products, and yield The reactants are B, Cc1cc(C)n2nc(C=O)nc2n1, CNC, CO, CCCOc1cc(O)c(CC)cc1CCC1(C2CCCC2)CC(=O)CC(=O)O1. The product is CCCOc1cc(O)c(CC)cc1CCC1(C2CCCC2)CC(O)=C(Cc2nc3nc(C)cc(C)n3n2)C(=O)O1. As a reaction SMILES: [BH3:45].[CH3:1][c:2]1[n:3][c:4]2[n:5]([c:6]([CH3:8])[cH:7]1)[n:9][c:10]([CH:12]=[O:13])[n:11]2.[CH3:42][NH:43][CH3:44].[CH3:46][OH:47].[CH:14]1([C:19]2([CH2:27][CH2:28][c:29]3[c:30]([O:38][CH2:39][CH2:40][CH3:41])[cH:31][c:32]([OH:37])[c:33]([CH2:35][CH3:36])[cH:34]3)[CH2:20][C:21](=[O:26])[CH2:22][C:23](=[O:25])[O:24]2)[CH2:15][CH2:16][CH2:17][CH2:18]1>>[CH3:1][c:2]1[n:3][c:4]2[n:5]([c:6]([CH3:8])[cH:7]1)[n:9][c:10]([CH2:12][C:22]1=[C:21]([OH:26])[CH2:20][C:19]([CH:14]3[CH2:15][CH2:16][CH2:17][CH2:18]3)([CH2:27][CH2:28][c:29]3[c:30]([O:38][CH2:39][CH2:40][CH3:41])[cH:31][c:32]([OH:37])[c:33]([CH2:35][CH3:36])[cH:34]3)[O:24][C:23]1=[O:25])[n:11]2.